This data is from the Open Reaction Database (ORD), a public repository of structured organic reaction records. The task is: describe an organic reaction: reactants, conditions, products, and yield Reactants: CC(C)(C)OC(=O)CBr, [Cl-], ClC(Cl)Cl, [NH4+], CN(C)C=O, CCCCC(O)c1ccco1. The product is CCCCC(OCC(=O)OC(C)(C)C)c1ccco1. Reaction SMILES: [Br:16][CH2:17][C:18](=[O:19])[O:20][C:21]([CH3:22])([CH3:23])[CH3:24].[Cl-:25].[Cl:12][CH:13]([Cl:14])[Cl:15].[NH4+:26].[O:27]=[CH:28][N:29]([CH3:30])[CH3:31].[o:1]1[c:2]([CH:6]([CH2:7][CH2:8][CH2:9][CH3:10])[OH:11])[cH:3][cH:4][cH:5]1>>[o:1]1[c:2]([CH:6]([CH2:7][CH2:8][CH2:9][CH3:10])[O:11][CH2:17][C:18](=[O:19])[O:20][C:21]([CH3:22])([CH3:23])[CH3:24])[cH:3][cH:4][cH:5]1. Starting materials: ClC=1C=C2C(N(CNC2=CC1)CCN(CC)CC)=O (6-chloro-3-[2-(diethylamino)ethyl]-2,3-dihydro-4(1H)-quinazolinone), C(C(=O)O)(=O)O.O.O (dihydrate oxalic acid). Run in C(C)OCC.C(C)O (ethyl ether ethyl alcohol), C(C)O (ethyl alcohol), solution. Product: C(C(=O)O)(=O)O.ClC=1C=C2C(N(CNC2=CC1)CCN(CC)CC)=O (6-chloro-3-[2-(diethylamino)ethyl]-2,3-dihydro-4(1H)-quinazolinone oxalate). Reaction SMILES: [Cl:1][C:2]1[CH:3]=[C:4]2[C:9](=[CH:10][CH:11]=1)[NH:8][CH2:7][N:6]([CH2:12][CH2:13][N:14]([CH2:17][CH3:18])[CH2:15][CH3:16])[C:5]2=[O:19].[C:20]([OH:25])(=[O:24])[C:21]([OH:23])=[O:22].O.O>C(O)C.C(OCC)C.C(O)C>[C:20]([OH:25])(=[O:24])[C:21]([OH:23])=[O:22].[Cl:1][C:2]1[CH:3]=[C:4]2[C:9](=[CH:10][CH:11]=1)[NH:8][CH2:7][N:6]([CH2:12][CH2:13][N:14]([CH2:17][CH3:18])[CH2:15][CH3:16])[C:5]2=[O:19] |f:1.2.3,5.6,7.8|. Procedure: 16.90 Grammes (60.0 mmoles) of 6-chloro-3-[2-(diethylamino)ethyl]-2,3-dihydro-4(1H)-quinazolinone are dissolved in 25 ml of ethyl alcohol, to which, at the temperature of 4° C., 170 ml of a solution containing 8.32 grammes (66.0 mmoles) of dihydrate oxalic acid in a mixture of ethyl ether-ethyl alcohol in the ratio 5:1 are added. Yields the product O[C@H](CCNC(OC(C)(C)C)=O)C1=CC(=CC=C1)OCC1OCCC1 (tert-Butyl ((3R)-3-hydroxy-3-(3-((tetrahydrofuran-2-yl)methoxy)phenyl)propyl)-carbamate), product. Reactants: CC1=CC=C(C=C1)S(=O)(=O)OCC1OCCC1 (rac-(tetrahydrofuran-2-yl)methyl 4-methylbenzenesulfonate), C1(=CC=CC=C1)O (phenol), O[C@H](CCNC(OC(C)(C)C)=O)C1=CC(=CC=C1)O ((R)-tert-butyl 3-hydroxy-3-(3-hydroxyphenyl)propylcarbamate). Procedure details: tert-Butyl ((3R)-3-hydroxy-3-(3-((tetrahydrofuran-2-yl)methoxy)phenyl)propyl)-carbamate was prepared by the reaction between rac-(tetrahydrofuran-2-yl)methyl 4-methylbenzenesulfonate and phenol (7, Intermediate I) at +100° C. following the method used in Example 12 with the following exception. After the reaction was complete (as judged by TLC), the reaction mixture was diluted with EtOAc, dried over anhydrous Na2SO4 and concentrated under reduced pressure. Purification by flash chromatography (... Run in CCOC(=O)C (EtOAc). RXN SMILES: CC1C=CC(S([O:11][CH2:12][CH:13]2[CH2:17][CH2:16][CH2:15][O:14]2)(=O)=O)=CC=1.C1(O)C=CC=CC=1.[OH:25][C@@H:26]([C:37]1[CH:42]=[CH:41][CH:40]=[C:39](O)[CH:38]=1)[CH2:27][CH2:28][NH:29][C:30](=[O:36])[O:31][C:32]([CH3:35])([CH3:34])[CH3:33]>CCOC(C)=O>[OH:25][C@@H:26]([C:37]1[CH:38]=[CH:39][CH:40]=[C:41]([O:11][CH2:12][CH:13]2[CH2:17][CH2:16][CH2:15][O:14]2)[CH:42]=1)[CH2:27][CH2:28][NH:29][C:30](=[O:36])[O:31][C:32]([CH3:35])([CH3:34])[CH3:33]. The solvent is CN(C)C=O (DMF). Conditions: temperature 80 celsius, time 2 hour. As a reaction SMILES: Br[C:2]1[N:10]([CH2:11][C:12]2[CH:17]=[CH:16][C:15]([Cl:18])=[CH:14][CH:13]=2)[C:9]2[C:8](=[O:19])[N:7]([CH2:20][CH2:21][C:22]3([OH:25])[CH2:24][CH2:23]3)[C:6](=[O:26])[N:5]([CH3:27])[C:4]=2[N:3]=1.[CH3:28][C:29]1[N:34]=[CH:33][C:32]([OH:35])=[CH:31][CH:30]=1.C(=O)([O-])[O-].[K+].[K+]>CN(C=O)C>[Cl:18][C:15]1[CH:16]=[CH:17][C:12]([CH2:11][N:10]2[C:9]3[C:8](=[O:19])[N:7]([CH2:20][CH2:21][C:22]4([OH:25])[CH2:24][CH2:23]4)[C:6](=[O:26])[N:5]([CH3:27])[C:4]=3[N:3]=[C:2]2[O:35][C:32]2[CH:33]=[N:34][C:29]([CH3:28])=[CH:30][CH:31]=2)=[CH:13][CH:14]=1 |f:2.3.4|. Reported procedure: To a solution of 8-bromo-7-(4-chlorobenzyl)-1-(2-(1-hydroxycyclopropyl)ethyl)-3-methyl-1H-purine-2,6(3H,7H)-dione (128 mg, 0.282 mmol, intermediate 56) in DMF (5 mL) was added 6-methylpyridin-3-ol (37 mg, 0.338 mmol), followed by potassium carbonate (58 mg, 0.423 mmol). The reaction was stirred at 80° C. for 2 h. The reaction was partitioned between ethyl acetate and water. The organic phase was washed with brine, dried over sodium sulfate, filtered and concentrated to give a crude product, whic... Reactants: C([O-])([O-])=O.[K+].[K+] (potassium carbonate), BrC1=NC=2N(C(N(C(C2N1CC1=CC=C(C=C1)Cl)=O)CCC1(CC1)O)=O)C (8-bromo-7-(4-chlorobenzyl)-1-(2-(1-hydroxycyclopropyl)ethyl)-3-methyl-1H-purine-2,6(3H,7H)-dione), BrC1=NC=2N(C(N(C(C2N1CC1=CC=C(C=C1)Cl)=O)CCC1(CC1)O)=O)C (8-bromo-7-(4-chlorobenzyl)-1-(2-(1-hydroxycyclopropyl)ethyl)-3-methyl-1H-purine-2,6(3H,7H)-dione), CC1=CC=C(C=N1)O (6-methylpyridin-3-ol). The yield is 80.9%. The product is ClC1=CC=C(CN2C(=NC=3N(C(N(C(C23)=O)CCC2(CC2)O)=O)C)OC=2C=NC(=CC2)C)C=C1 (7-(4-chlorobenzyl)-1-(2-(1-hydroxycyclopropyl)ethyl)-3-methyl-8-((6-methylpyridin-3-yl)oxy)-1H-purine-2,6(3H,7H)-dione). Reactants: O(C1=CC=CC=C1)CCO (2-Phenoxyethanol), BrCCCCCCBr (1,6-dibromohexane), [OH-].[Na+] (sodium hydroxide). The solvent is O (water). Yields the product BrCCCCCCOCCOC1=CC=CC=C1 ([2-[(6-Bromohexyl)oxy]ethoxy]benzene). The yield is 83.1%. RXN SMILES: [O:1]([CH2:8][CH2:9][OH:10])[C:2]1[CH:7]=[CH:6][CH:5]=[CH:4][CH:3]=1.[Br:11][CH2:12][CH2:13][CH2:14][CH2:15][CH2:16][CH2:17]Br.[OH-].[Na+]>O>[Br:11][CH2:12][CH2:13][CH2:14][CH2:15][CH2:16][CH2:17][O:10][CH2:9][CH2:8][O:1][C:2]1[CH:7]=[CH:6][CH:5]=[CH:4][CH:3]=1 |f:2.3|. Procedure: 2-Phenoxyethanol (2.76 g), 1,6-dibromohexane (14.6 g), TAB (1 g) and 50% sodium hydroxide (20 ml) were vigorously stirred for 21 h, added to water (100 ml) and extracted with diethyl ether (3×100 ml). The dried extract was evaporated and the residual colourless liquid (15 g) was purified by FCC eluting with cyclohexane followed by System A (1:1). Evaporation of the latter eluate gave the title compound (5.0 g) as a colourless liquid. T.l.c. (System A 1:1) Rf 0.6. The reactants are COC(=O)C1(C(C)(C)O)C=CC(NC(=O)OC(C)(C)C)C1, CCO. Product: COC(=O)C1(C(C)(C)O)CCC(NC(=O)OC(C)(C)C)C1. Reaction SMILES: [C:1]([CH3:2])([CH3:3])([CH3:4])[O:5][C:6](=[O:7])[NH:8][CH:9]1[CH:10]=[CH:11][C:12]([C:14](=[O:15])[O:16][CH3:17])([C:18]([CH3:19])([CH3:20])[OH:21])[CH2:13]1.[CH3:22][CH2:23][OH:24]>>[C:1]([CH3:2])([CH3:3])([CH3:4])[O:5][C:6](=[O:7])[NH:8][CH:9]1[CH2:10][CH2:11][C:12]([C:14](=[O:15])[O:16][CH3:17])([C:18]([CH3:19])([CH3:20])[OH:21])[CH2:13]1. The reactants are CN(C)C=O, CCN(C(C)C)C(C)C, CC(NC(=O)c1ccc(C(=O)O)c(Cl)c1)c1nc2cc(Cl)ccc2[nH]1, Cl, O=C1CNCCCN1. The product is CC(NC(=O)c1ccc(C(=O)N2CCCNC(=O)C2)c(Cl)c1)c1nc2cc(Cl)ccc2[nH]1. As a reaction SMILES: [CH3:44][N:45]([CH3:46])[CH:47]=[O:48].[CH:26]([N:27]([CH:28]([CH3:29])[CH3:30])[CH2:31][CH3:32])([CH3:33])[CH3:34].[Cl:1][c:2]1[c:3]([C:4](=[O:5])[OH:6])[cH:7][cH:8][c:9]([C:11](=[O:12])[NH:13][CH:14]([CH3:15])[c:16]2[n:17][c:18]3[c:19]([nH:20]2)[cH:21][cH:22][c:23]([Cl:25])[cH:24]3)[cH:10]1.[Cl:43].[NH:35]1[C:36](=[O:42])[CH2:37][NH:38][CH2:39][CH2:40][CH2:41]1>>[Cl:1][c:2]1[c:3]([C:4](=[O:5])[N:38]2[CH2:37][C:36](=[O:42])[NH:35][CH2:41][CH2:40][CH2:39]2)[cH:7][cH:8][c:9]([C:11](=[O:12])[NH:13][CH:14]([CH3:15])[c:16]2[n:17][c:18]3[c:19]([nH:20]2)[cH:21][cH:22][c:23]([Cl:25])[cH:24]3)[cH:10]1. Reactants: Cn1nnc2cc([N+](=O)[O-])ccc21, Cl, Cl[Sn]Cl. The product is Cn1nnc2cc(N)ccc21. RXN SMILES: [CH3:1][n:2]1[n:3][n:4][c:5]2[c:6]1[cH:7][cH:8][c:9]([N+:11]([O-:12])=[O:13])[cH:10]2.[ClH:17].[Sn:14]([Cl:15])[Cl:16]>>[CH3:1][n:2]1[n:3][n:4][c:5]2[c:6]1[cH:7][cH:8][c:9]([NH2:11])[cH:10]2. The reactants are COC1=CC=C(C=C1)S (4-Methoxythiophenol), ClC1=NC=CC(=N1)C1=CC2=C(N=C(S2)NC(C)=O)C=C1 (N-(6-(2-chloropyrimidin-4-yl)benzo[d]thiazol-2-yl)acetamide). Solvent: CN(C)C=O (DMF), [H-].[Na+] (NaH). Conditions: time 65 minute. The product is COC1=CC=C(C=C1)SC1=NC=CC(=N1)C1=CC2=C(N=C(S2)NC(C)=O)C=C1 (N-(6-(2-(4-methoxyphenylthio)pyrimidin-4-yl)benzo[d]thiazol-2-yl)acetamide). The yield is 37.2%. Reaction SMILES: [CH3:1][O:2][C:3]1[CH:8]=[CH:7][C:6]([SH:9])=[CH:5][CH:4]=1.Cl[C:11]1[N:16]=[C:15]([C:17]2[CH:29]=[CH:28][C:20]3[N:21]=[C:22]([NH:24][C:25](=[O:27])[CH3:26])[S:23][C:19]=3[CH:18]=2)[CH:14]=[CH:13][N:12]=1>CN(C=O)C.[H-].[Na+]>[CH3:1][O:2][C:3]1[CH:8]=[CH:7][C:6]([S:9][C:11]2[N:16]=[C:15]([C:17]3[CH:29]=[CH:28][C:20]4[N:21]=[C:22]([NH:24][C:25](=[O:27])[CH3:26])[S:23][C:19]=4[CH:18]=3)[CH:14]=[CH:13][N:12]=2)=[CH:5][CH:4]=1 |f:3.4|. Procedure: 4-Methoxythiophenol (0.168 ml, 1.36 mmol) was dissolved in DMF (1.0 mL) and NaH (60% in mineral oil), 66.8 mg, 1.67 mmol) was added. The reaction was stirred under nitrogen at RT for 65 minutes, then N-(6-(2-chloropyrimidin-4-yl)benzo[d]thiazol-2-yl)acetamide (48.0 mg, 158 μmol) was added, and the reaction solution was stirred overnight under nitrogen at RT and quenched with water. The suspension was filtered, and the solid was washed with water, MeOH, and Et2O, then collected. The layers of the... Product: CC(C)(C)[Si](OCCOCC(O)C(=O)Nc1ccc(C#N)cn1)(c1ccccc1)c1ccccc1. As a reaction SMILES: [C:14]([CH3:15])([CH3:16])([CH3:17])[Si:18]([O:19][CH2:20][CH2:21][O:22][CH2:23][CH:24]([C:25](=[O:26])[O:27][CH3:28])[OH:29])([c:30]1[cH:31][cH:32][cH:33][cH:34][cH:35]1)[c:36]1[cH:37][cH:38][cH:39][cH:40][cH:41]1.[CH3:1][Al:2]([CH3:3])[CH3:4].[CH3:42][c:43]1[cH:44][cH:45][cH:46][cH:47][cH:48]1.[NH2:5][c:6]1[n:7][cH:8][c:9]([C:10]#[N:11])[cH:12][cH:13]1>>[NH:5]([c:6]1[n:7][cH:8][c:9]([C:10]#[N:11])[cH:12][cH:13]1)[C:25]([CH:24]([CH2:23][O:22][CH2:21][CH2:20][O:19][Si:18]([C:14]([CH3:15])([CH3:16])[CH3:17])([c:30]1[cH:31][cH:32][cH:33][cH:34][cH:35]1)[c:36]1[cH:37][cH:38][cH:39][cH:40][cH:41]1)[OH:29])=[O:26]. Starting materials: COC(=O)C(O)COCCO[Si](c1ccccc1)(c1ccccc1)C(C)(C)C, C[Al](C)C, Cc1ccccc1, N#Cc1ccc(N)nc1.